Dataset: the Open Reaction Database (ORD), a public repository of structured organic reaction records. Task: describe an organic reaction: reactants, conditions, products, and yield Reactants: Cl, [Na+], [OH-], O, O=c1cc(CO)occ1O, [Zn]. Product: Cc1cc(=O)c(O)co1. As a reaction SMILES: [ClH:11].[Na+:13].[OH-:12].[OH2:15].[OH:1][CH2:2][c:3]1[cH:4][c:5](=[O:6])[c:7]([OH:8])[cH:9][o:10]1.[Zn:14]>>[CH3:2][c:3]1[cH:4][c:5](=[O:6])[c:7]([OH:8])[cH:9][o:10]1. Reactants: N#CBr (cyanogen bromide), [K+].[Br-] (KBr), ClC=1C=CC(=C(C1)NC(=NN)C1=CC=C(C=C1)C(F)(F)F)OC (N-(5-Chloro-2-methoxyphenyl)-4-(trifluoromethyl)benzene carbohydrazonamide), C([O-])(O)=O.[Na+] (sodium bicarbonate). The solvent is O1CCOCC1 (1,4-dioxane), O (water). Conditions: time 3 hour. Product: ClC=1C=CC(=C(C1)N1C(=NN=C1C1=CC=C(C=C1)C(F)(F)F)N)OC (4-(5-Chloro-2-methoxyphenyl)-5-[4-(trifluoromethyl)phenyl]-4H-1,2,4-triazol-3-amine). Reaction SMILES: [Cl:1][C:2]1[CH:3]=[CH:4][C:5]([O:22][CH3:23])=[C:6]([NH:8][C:9]([C:12]2[CH:17]=[CH:16][C:15]([C:18]([F:21])([F:20])[F:19])=[CH:14][CH:13]=2)=[N:10][NH2:11])[CH:7]=1.[N:24]#[C:25]Br.C(=O)(O)[O-].[Na+].[K+].[Br-]>O1CCOCC1.O>[Cl:1][C:2]1[CH:3]=[CH:4][C:5]([O:22][CH3:23])=[C:6]([N:8]2[C:9]([C:12]3[CH:13]=[CH:14][C:15]([C:18]([F:20])([F:21])[F:19])=[CH:16][CH:17]=3)=[N:10][N:11]=[C:25]2[NH2:24])[CH:7]=1 |f:2.3,4.5|. Procedure details: N-(5-Chloro-2-methoxyphenyl)-4-(trifluoromethyl)benzene carbohydrazonamide (1.5 g, 4.36 mmol) was dissolved in 1,4-dioxane (7 ml) and cyanogen bromide (475 mg, 4.48 mmol) was added. A solution of sodium bicarbonate (380 mg in 7 ml of water) was added dropise at room temperature and the reaction mixture was stirred for 3 h. An additional 7 ml of water was added to the heterogenous reaction mixture before filtration and rinse with water. Recrystallization from acetonitrile gave 922 mg (57.3%) mp 2... Starting materials: FC1=CC=C2C(=NN(C2=C1)C1=CC=CC=C1)C1CCNCC1 (6-fluoro-1-phenyl-3-(4-piperidinyl)-1H-indazole), Cl.FC1=CC=C2C(=NN(C2=C1)C1=CC=CC=C1)C1CCNCC1 (6-fluoro-1-phenyl-3-(4-piperidinyl)-1H-indazole hydrochloride), ClCCCC(C1=CC=C(C=C1)F)C1=CC=C(C=C1)F (4-chloro-1,1-bis-(4-fluorophenyl)butane), C(=O)([O-])[O-].[Na+].[Na+] (Na2CO3). Solvent: CC(CC(C)=O)C (4-methyl-2-pentanone), O (H2O). The product is FC1=CC=C(C=C1)C(CCCN1CCC(CC1)C1=NN(C2=CC(=CC=C12)F)C1=CC=CC=C1)C1=CC=C(C=C1)F (3-[1-[4,4-bis(4-fluorophenyl)butyl]-4-piperidinyl]-6-fluoro-1-phenyl-1H-indazole). Isolated yield 23.7%. As a reaction SMILES: [F:1][C:2]1[CH:10]=[C:9]2[C:5]([C:6]([CH:17]3[CH2:22][CH2:21][NH:20][CH2:19][CH2:18]3)=[N:7][N:8]2[C:11]2[CH:16]=[CH:15][CH:14]=[CH:13][CH:12]=2)=[CH:4][CH:3]=1.Cl.FC1C=C2C(C(C3CCNCC3)=NN2C2C=CC=CC=2)=CC=1.Cl[CH2:47][CH2:48][CH2:49][CH:50]([C:58]1[CH:63]=[CH:62][C:61]([F:64])=[CH:60][CH:59]=1)[C:51]1[CH:56]=[CH:55][C:54]([F:57])=[CH:53][CH:52]=1.C([O-])([O-])=O.[Na+].[Na+]>O.CC(C)CC(=O)C>[F:57][C:54]1[CH:53]=[CH:52][C:51]([CH:50]([C:58]2[CH:59]=[CH:60][C:61]([F:64])=[CH:62][CH:63]=2)[CH2:49][CH2:48][CH2:47][N:20]2[CH2:21][CH2:22][CH:17]([C:6]3[C:5]4[C:9](=[CH:10][C:2]([F:1])=[CH:3][CH:4]=4)[N:8]([C:11]4[CH:16]=[CH:15][CH:14]=[CH:13][CH:12]=4)[N:7]=3)[CH2:18][CH2:19]2)=[CH:56][CH:55]=1 |f:1.2,4.5.6|. Reported procedure: A stirred mixture, under nitrogen, of 6-fluoro-1-phenyl-3-(4-piperidinyl)-1H-indazole (1.5 g, 0.005 mol), the free base of Example 98, 4-chloro-1,1-bis-(4-fluorophenyl)butane (1.6 g, 0.0056 mol), Na2CO3 (0.6 g), a few crystals of KI and 4-methyl-2-pentanone (70 ml) was refluxed for 16 hours. The reaction was poured into H2O, and the aqueous mixture extracted with ethyl acetate. The ethyl acetate was washed (H2O), dried (MgSO4) and the solvent was concentrated to a liquid. The liquid was dissolve... Starting materials: CCOC(=O)C (EtOAc), BrC=1C=CC(=C(C1)NC1=C(C(=NC2=CC=CC=C12)C1=C(C=CC=C1)F)C)N1CCOCC1 (N-(5-bromo-2-morpholinophenyl)-2-(2-fluorophenyl)-3-methylquinolin-4-amine), S1C=C(C=C1)B(O)O (thiophen-3-ylboronic acid), C([O-])([O-])=O.[Na+].[Na+] (sodium carbonate). The reagents and catalysts are Cl[Pd]([P](C1=CC=CC=C1)(C2=CC=CC=C2)C3=CC=CC=C3)([P](C4=CC=CC=C4)(C5=CC=CC=C5)C6=CC=CC=C6)Cl (dichlorobis(triphenylphosphine)palladium(II)). Solvent: CCCCCC (hexane), O (water), O1CCOCC1 (1,4-dioxane). Conditions: temperature 130 celsius. The product is FC1=C(C=CC=C1)C1=NC2=CC=CC=C2C(=C1C)NC1=C(C=CC(=C1)C1=CSC=C1)N1CCOCC1 (2-(2-Fluorophenyl)-3-methyl-N-(2-(4-morpholinyl)-5-(3-thiophenyl)phenyl)-4-quinolinamine). As a reaction SMILES: Br[C:2]1[CH:3]=[CH:4][C:5]([N:27]2[CH2:32][CH2:31][O:30][CH2:29][CH2:28]2)=[C:6]([NH:8][C:9]2[C:18]3[C:13](=[CH:14][CH:15]=[CH:16][CH:17]=3)[N:12]=[C:11]([C:19]3[CH:24]=[CH:23][CH:22]=[CH:21][C:20]=3[F:25])[C:10]=2[CH3:26])[CH:7]=1.[S:33]1[CH:37]=[CH:36][C:35](B(O)O)=[CH:34]1.C(=O)([O-])[O-].[Na+].[Na+].CCOC(C)=O>O.O1CCOCC1.CCCCCC.Cl[Pd](Cl)([P](C1C=CC=CC=1)(C1C=CC=CC=1)C1C=CC=CC=1)[P](C1C=CC=CC=1)(C1C=CC=CC=1)C1C=CC=CC=1>[F:25][C:20]1[CH:21]=[CH:22][CH:23]=[CH:24][C:19]=1[C:11]1[C:10]([CH3:26])=[C:9]([NH:8][C:6]2[CH:7]=[C:2]([C:35]3[CH:36]=[CH:37][S:33][CH:34]=3)[CH:3]=[CH:4][C:5]=2[N:27]2[CH2:32][CH2:31][O:30][CH2:29][CH2:28]2)[C:18]2[C:13](=[CH:14][CH:15]=[CH:16][CH:17]=2)[N:12]=1 |f:2.3.4,^1:68,87|. Procedure details: A mixture of dichlorobis(triphenylphosphine)palladium(II) (13 mg, 18 μmol), N-(5-bromo-2-morpholinophenyl)-2-(2-fluorophenyl)-3-methylquinolin-4-amine (88 mg, 179 μmol), thiophen-3-ylboronic acid (34 mg, 268 μmol) and sodium carbonate (57 mg, 536 μmol) in water (0.25 mL) and 1,4-dioxane (1.00 mL) was purged with nitrogen then heated in a microwave vessel to 130° C. for 60 min, after which time TLC indicated no starting material remained and LC-MS indicated only desired product present. The react... The reactants are [Li]CCCC, CCCCCCBr, C1CCCCC1, CN(C)CCN(C)C, CCCCCC, c1ccc(C(CC2CC3CCN2CC3)c2ccccc2)cc1. The product is CCCCCCC(CC1CC2CCN1CC2)(c1ccccc1)c1ccccc1. RXN SMILES: [CH2:23]([Li:24])[CH2:25][CH2:26][CH3:27].[CH2:36]([CH2:37][CH2:38][CH2:39][CH2:40][CH3:41])[Br:42].[CH2:49]1[CH2:50][CH2:51][CH2:52][CH2:53][CH2:54]1.[CH3:28][N:29]([CH3:30])[CH2:31][CH2:32][N:33]([CH3:34])[CH3:35].[CH3:43][CH2:44][CH2:45][CH2:46][CH2:47][CH3:48].[c:1]1([CH:7]([CH2:8][CH:9]2[N:10]3[CH2:11][CH2:12][CH:13]([CH2:14]2)[CH2:15][CH2:16]3)[c:17]2[cH:18][cH:19][cH:20][cH:21][cH:22]2)[cH:2][cH:3][cH:4][cH:5][cH:6]1>>[c:1]1([C:7]([CH2:8][CH:9]2[N:10]3[CH2:11][CH2:12][CH:13]([CH2:14]2)[CH2:15][CH2:16]3)([c:17]2[cH:18][cH:19][cH:20][cH:21][cH:22]2)[CH2:36][CH2:37][CH2:38][CH2:39][CH2:40][CH3:41])[cH:2][cH:3][cH:4][cH:5][cH:6]1. The reactants are S1C=NC=C1C(=O)O (1,3-thiazole-5-carboxylic acid), CS(=O)(=O)OC[C@@H]1CO1 ((S)-glycidyl methanesulfonate), N1CCOCC1 (morpholine), CS(=O)(=O)OC[C@@H]1CO1 ((S)-glycidyl methanesulfonate), COC1=C(C=CC=2C=3N(C(=NC12)N)CCN3)OC[C@@H]3OC3 (7-Methoxy-8-[(2R)-oxiran-2-ylmethoxy]-2,3-dihydroimidazo[1,2-c]quinazolin-5-amine). Run in C(Cl)Cl.CO (CH2Cl2 MeOH), CO (MeOH). The product is O[C@H](COC=1C=CC=2C=3N(C(=NC2C1OC)NC(=O)C1=CN=CS1)CCN3)CN3CCOCC3 (N-(8-{[(2S)-2-Hydroxy-3-(morpholin-4-yl)propyl]oxy}-7-methoxy-2,3-dihydroimidazo[1,2-c]quinazolin-5-yl)-1,3-thiazole-5-carboxamide). Reaction SMILES: CS(OC[C@H]1OC1)(=O)=O.[CH3:10][O:11][C:12]1[C:21]2[N:20]=[C:19]([NH2:22])[N:18]3[CH2:23][CH2:24][N:25]=[C:17]3[C:16]=2[CH:15]=[CH:14][C:13]=1[O:26][CH2:27][C@H:28]1[CH2:30][O:29]1.[NH:31]1[CH2:36][CH2:35][O:34][CH2:33][CH2:32]1.[S:37]1[C:41]([C:42](O)=[O:43])=[CH:40][N:39]=[CH:38]1>CO.C(Cl)Cl.CO>[OH:29][C@@H:28]([CH2:30][N:31]1[CH2:36][CH2:35][O:34][CH2:33][CH2:32]1)[CH2:27][O:26][C:13]1[CH:14]=[CH:15][C:16]2[C:17]3[N:18]([CH2:23][CH2:24][N:25]=3)[C:19]([NH:22][C:42]([C:41]3[S:37][CH:38]=[N:39][CH:40]=3)=[O:43])=[N:20][C:21]=2[C:12]=1[O:11][CH3:10] |f:5.6|. Procedure: Prepared using (S)-glycidyl methanesulfonate (Intermediate H, Step 1) in place of (R)-glycidyl methanesulfonate (Intermediate F, Step 1), and morpholine in place of piperidine in Step 1, and 1,3-thiazole-5-carboxylic acid in place of nicotinic acid in Step 2 (42.0 mg, 41%): TLC (9:1 CH2Cl2/MeOH+1% NH4OH in MeOH)Rf 0.43; HPLC ret. time 0.81 min.; 1H NMR (DMSO-d6+1 drop TFA-d) δ 3.11-3.0 (m, 4H), 3.43-3.52 (m, 2H), 3.69 (app t, J=11.8 Hz, 1H), 3.78 (app t, J=11.6 Hz, 1H) 3.88-4.00 (m, 2H), 4.01 (s... Reactants: CCOC(=O)CC(=O)O, C1CCOC1, COC(=O)c1cccc2cc(CC(=O)Cl)ccc12, Cl, c1ccc(-c2ccccn2)nc1. Yields the product CCOC(=O)CC(=O)Cc1ccc2c(C(=O)OC)cccc2c1. As a reaction SMILES: [CH2:1]([CH3:2])[O:3][C:4]([CH2:5][C:6](=[O:7])[OH:8])=[O:9].[CH2:41]1[O:42][CH2:43][CH2:44][CH2:45]1.[CH3:22][O:23][C:24](=[O:25])[c:26]1[cH:27][cH:28][cH:29][c:30]2[cH:31][c:32]([CH2:36][C:37]([Cl:38])=[O:39])[cH:33][cH:34][c:35]12.[ClH:40].[n:10]1[cH:11][cH:12][cH:13][cH:14][c:15]1-[c:16]1[cH:17][cH:18][cH:19][cH:20][n:21]1>>[CH2:1]([CH3:2])[O:3][C:4]([CH2:5][C:6](=[O:8])[CH2:36][c:32]1[cH:31][c:30]2[cH:29][cH:28][cH:27][c:26]([C:24]([O:23][CH3:22])=[O:25])[c:35]2[cH:34][cH:33]1)=[O:9]. Reactants: Br, CN(C)CCCC1(c2ccc(F)cc2)OCc2cc(C3=NC(C)(C)CO3)ccc21, CC(C)=O, N, O, O=P(Cl)(Cl)Cl, c1ccncc1. Yields the product [Br-], C[NH+](C)CCCC1(c2ccc(F)cc2)OCc2cc(C#N)ccc21. As a reaction SMILES: [BrH:36].[CH3:1][C:2]1([CH3:5])[N:3]=[C:4]([c:7]2[cH:8][c:9]3[c:13]([cH:14][cH:15]2)[C:12]([c:16]2[cH:17][cH:18][c:19]([F:22])[cH:20][cH:21]2)([CH2:23][CH2:24][CH2:25][N:26]([CH3:27])[CH3:28])[O:11][CH2:10]3)[O:29][CH2:6]1.[CH3:43][C:44](=[O:45])[CH3:46].[NH3:35].[OH2:47].[P:30]([Cl:31])([Cl:32])([Cl:33])=[O:34].[cH:37]1[cH:38][cH:39][n:40][cH:41][cH:42]1>>[Br-:36].[N:3]#[C:4][c:7]1[cH:8][c:9]2[c:13]([cH:14][cH:15]1)[C:12]([c:16]1[cH:17][cH:18][c:19]([F:22])[cH:20][cH:21]1)([CH2:23][CH2:24][CH2:25][NH+:26]([CH3:27])[CH3:28])[O:11][CH2:10]2.